From a dataset of the Open Reaction Database (ORD), a public repository of structured organic reaction records. describe an organic reaction: reactants, conditions, products, and yield Starting materials: [Br-], CS(C)=O, Cc1ccc(S(=O)(=O)OC2COC3C(OS(=O)(=O)c4ccc(C)cc4)COC23)cc1, [Li+], O. Product: Cc1ccc(S(=O)(=O)OC2COC3C(Br)COC23)cc1. Reaction SMILES: [Br-:2].[CH3:33][S:34](=[O:35])[CH3:36].[CH3:3][c:4]1[cH:5][cH:6][c:7]([S:10](=[O:11])(=[O:12])[O:13][CH:14]2[CH:15]3[CH:16]([O:17][CH2:18]2)[CH:19]([O:22][S:23]([c:24]2[cH:25][cH:26][c:27]([CH3:28])[cH:29][cH:30]2)(=[O:31])=[O:32])[CH2:20][O:21]3)[cH:8][cH:9]1.[Li+:1].[OH2:37]>>[Br:2][CH:19]1[CH:16]2[CH:15]([CH:14]([O:13][S:10]([c:7]3[cH:6][cH:5][c:4]([CH3:3])[cH:9][cH:8]3)(=[O:11])=[O:12])[CH2:18][O:17]2)[O:21][CH2:20]1. The reactants are CC#N, Clc1ccc2c(Cl)ccnc2c1, NCCN1CCCCC1. Product: Clc1ccc2c(NCCN3CCCCC3)ccnc2c1. As a reaction SMILES: [CH3:22][C:23]#[N:24].[Cl:1][c:2]1[cH:3][cH:4][n:5][c:6]2[cH:7][c:8]([Cl:12])[cH:9][cH:10][c:11]12.[NH2:13][CH2:14][CH2:15][N:16]1[CH2:17][CH2:18][CH2:19][CH2:20][CH2:21]1>>[c:2]1([NH:13][CH2:14][CH2:15][N:16]2[CH2:17][CH2:18][CH2:19][CH2:20][CH2:21]2)[cH:3][cH:4][n:5][c:6]2[cH:7][c:8]([Cl:12])[cH:9][cH:10][c:11]12. The reactants are ClC(COC(=O)Cl)(Cl)Cl (trichloroethylchloroformate), CC1=C2[C@H](C(=O)[C@@]3([C@H](C[C@@H]4[C@]([C@H]3[C@@H]([C@@](C2(C)C)(C[C@@H]1OC(=O)[C@@H]([C@H](C=5C=CC=CC5)NC(=O)C=6C=CC=CC6)O)O)OC(=O)C=7C=CC=CC7)(CO4)OC(=O)C)O)C)OC(=O)C (paclitaxel), ClC(COC(=O)Cl)(Cl)Cl (Troc). Solvent: ClCCl (dichloromethane), N1=CC=CC=C1 (pyridine). Run at temperature -20 celsius, time 2 hour. Yields the product CC1=C2[C@H](C(=O)[C@@]3([C@H](C[C@@H]4[C@]([C@H]3[C@@H]([C@@](C2(C)C)(C[C@@H]1OC(=O)[C@@H]([C@H](C5=CC=CC=C5)NC(=O)C6=CC=CC=C6)OC(=O)CCCC(=O)O)O)OC(=O)C7=CC=CC=C7)(CO4)OC(=O)C)O)C)OC(=O)C (Glutaryl Paclitaxel). RXN SMILES: [CH3:1][C:2]1[C@@H:19]([O:20][C:21]([C@H:23]([OH:40])[C@@H:24]([NH:31][C:32]([C:34]2[CH:35]=[CH:36][CH:37]=[CH:38][CH:39]=2)=[O:33])[C:25]2[CH:26]=[CH:27][CH:28]=[CH:29][CH:30]=2)=[O:22])[CH2:18][C@:14]2([OH:41])[C:15]([CH3:17])([CH3:16])[C:3]=1[C@@H:4]([O:59][C:60]([CH3:62])=[O:61])[C:5]([C@@:7]1([CH3:58])[C@H:12]([C@@H:13]2[O:42][C:43]([C:45]2[CH:46]=[CH:47][CH:48]=[CH:49][CH:50]=2)=[O:44])[C@:11]2([O:53][C:54]([CH3:56])=[O:55])[CH2:51][O:52][C@@H:10]2[CH2:9][C@@H:8]1[OH:57])=[O:6].ClC(Cl)(Cl)C[O:66][C:67](Cl)=[O:68]>N1C=CC=CC=1.ClCCl>[CH3:1][C:2]1[C@@H:19]([O:20][C:21]([C@H:23]([O:40][C:5]([CH2:4][CH2:3][CH2:2][C:67]([OH:66])=[O:68])=[O:6])[C@@H:24]([NH:31][C:32]([C:34]2[CH:39]=[CH:38][CH:37]=[CH:36][CH:35]=2)=[O:33])[C:25]2[CH:26]=[CH:27][CH:28]=[CH:29][CH:30]=2)=[O:22])[CH2:18][C@:14]2([OH:41])[C:15]([CH3:16])([CH3:17])[C:3]=1[C@@H:4]([O:59][C:60]([CH3:62])=[O:61])[C:5]([C@@:7]1([CH3:58])[C@H:12]([C@@H:13]2[O:42][C:43]([C:45]2[CH:50]=[CH:49][CH:48]=[CH:47][CH:46]=2)=[O:44])[C@:11]2([O:53][C:54]([CH3:56])=[O:55])[CH2:51][O:52][C@@H:10]2[CH2:9][C@@H:8]1[OH:57])=[O:6]. Procedure: 875 mg of paclitaxel was dissolved in 6 ml of pyridine and 40 ml of dichloromethane. The solution was cooled at −20° C. Three hundred microliters of trichloroethylchloroformate (Troc) (at −20° C.) was added by portions of 100 microliters and the solution was kept at −20°C. for two hours. An additional 100 microliters of Troc was added and the solution was stirred at room temperature for 20 hours. The solvent was evaporated to dryness. The residue was dissolved in 10 ml of dimethylformamide with ... Starting materials: C(=S)(N1C(C=CC=C1)=O)N1C(C=CC=C1)=O (1,1′-Thiocarbonyldi-2-pyridone), NC=1C=C(CNC(C(C)(C)C)=O)C=CC1Cl (N-(3-amino-4-chlorobenzyl)-2,2-dimethyl-propionamide). Run in C(Cl)Cl (DCM). Run at time 1.5 hour. The product is ClC1=C(C=C(CNC(C(C)(C)C)=O)C=C1)N=C=S (N-(4-Chloro-3-isothiocyanatobenzyl)-2,2-dimethyl-propionamide). RXN SMILES: [C:1](N1C=CC=CC1=O)(N1C=CC=CC1=O)=[S:2].[NH2:17][C:18]1[CH:19]=[C:20]([CH:29]=[CH:30][C:31]=1[Cl:32])[CH2:21][NH:22][C:23](=[O:28])[C:24]([CH3:27])([CH3:26])[CH3:25]>C(Cl)Cl>[Cl:32][C:31]1[CH:30]=[CH:29][C:20]([CH2:21][NH:22][C:23](=[O:28])[C:24]([CH3:27])([CH3:26])[CH3:25])=[CH:19][C:18]=1[N:17]=[C:1]=[S:2]. Reported procedure: 1,1′-Thiocarbonyldi-2-pyridone (2.12 g, 9.1 mmol) was added to a mixture of N-(3-amino-4-chlorobenzyl)-2,2-dimethyl-propionamide (2.00 g, 8.3 mmol) and DCM (60 mL) and stirred at rt for 1.5 h. The mixture was filtered over silica gel. The organic layer was concentrated to give the sub-title compound.